Task: describe an organic reaction: reactants, conditions, products, and yield. Dataset: the Open Reaction Database (ORD), a public repository of structured organic reaction records Conditions: temperature 50 celsius, time 8 hour. Product: ClC1=CC(=NC=N1)OC=1C=C(C2=C(NC(=N2)C)C1)C (6-(6-chloro-pyrimidin-4-yloxy)-2,4-dimethyl-1H-benzimidazole). Procedure details: 1.66 g (12.0 mmol) potassium carbonate were added to 0.676 g (4.40 mmol) 4,6-dichloropyrimidine and 0.649 g (4.00 mmol) 2,7-dimethyl-3H-benzimidazol-5-ol in 5.00 mL DMF and stirred for 8 h at 50° C. Then the mixture was added to ice water and extracted several times with EtOAc. The combined organic phases were dried on sodium sulphate, evaporated down and purified by preparative HPLC-MS. The product-containing fractions were combined and the acetonitrile was evaporated down. The residue was made... RXN SMILES: C(=O)([O-])[O-].[K+].[K+].Cl[C:8]1[CH:13]=[C:12]([Cl:14])[N:11]=[CH:10][N:9]=1.[CH3:15][C:16]1[NH:17][C:18]2[CH:24]=[C:23]([OH:25])[CH:22]=[C:21]([CH3:26])[C:19]=2[N:20]=1>CN(C=O)C>[Cl:14][C:12]1[N:11]=[CH:10][N:9]=[C:8]([O:25][C:23]2[CH:22]=[C:21]([CH3:26])[C:19]3[N:20]=[C:16]([CH3:15])[NH:17][C:18]=3[CH:24]=2)[CH:13]=1 |f:0.1.2|. Solvent: CN(C)C=O (DMF). The reactants are ice water, C([O-])([O-])=O.[K+].[K+] (potassium carbonate), ClC1=NC=NC(=C1)Cl (4,6-dichloropyrimidine), CC=1NC2=C(N1)C(=CC(=C2)O)C (2,7-dimethyl-3H-benzimidazol-5-ol). Starting materials: C(C)(C)(C)C=1C=C(C=CC1)S(=O)(=O)N1C[C@H]2N(CC1)C[C@@H](C2)OC2=NC=C(N=C2)C(=C)C ((7R,8aS)-2-[(3-tert-butylphenyl)sulfonyl]-7-{[5-(prop-1-en-2-yl)pyrazin-2-yl]oxy}octahydropyrrolo[1,2-a]pyrazine), [H][H] (hydrogen). The reagents and catalysts are [Ni] (Raney® nickel). Solvent: C(C)O (ethanol). Product: C(C)(C)(C)C=1C=C(C=CC1)S(=O)(=O)N1C[C@H]2N(CC1)C[C@@H](C2)OC2=NC=C(N=C2)C(C)C ((7R,8aS)-2-[(3-tert-butylphenyl)sulfonyl]-7-[(5-isopropylpyrazin-2-yl)-oxy]octahydropyrrolo[1,2-a]pyrazine). Yield: 56.0%. As a reaction SMILES: [C:1]([C:5]1[CH:6]=[C:7]([S:11]([N:14]2[CH2:19][CH2:18][N:17]3[CH2:20][C@H:21]([O:23][C:24]4[CH:29]=[N:28][C:27]([C:30]([CH3:32])=[CH2:31])=[CH:26][N:25]=4)[CH2:22][C@H:16]3[CH2:15]2)(=[O:13])=[O:12])[CH:8]=[CH:9][CH:10]=1)([CH3:4])([CH3:3])[CH3:2].[H][H]>C(O)C.[Ni]>[C:1]([C:5]1[CH:6]=[C:7]([S:11]([N:14]2[CH2:19][CH2:18][N:17]3[CH2:20][C@H:21]([O:23][C:24]4[CH:29]=[N:28][C:27]([CH:30]([CH3:32])[CH3:31])=[CH:26][N:25]=4)[CH2:22][C@H:16]3[CH2:15]2)(=[O:13])=[O:12])[CH:8]=[CH:9][CH:10]=1)([CH3:4])([CH3:3])[CH3:2]. Procedure: (7R,8aS)-2-[(3-tert-Butylphenyl)sulfonyl]-7-{[5-(prop-1-en-2-yl)pyrazin-2-yl]oxy}octahydropyrrolo[1,2-a]pyrazine (164.3 mg, 0.360 mmol, Example 113) in ethanol (5 mL) was added to Raney® nickel 2800 water slurry (202.9 mg, 1.556 mmol) in a 20 mL pressure bottle. The mixture was stirred under 30 psi of hydrogen at ambient temperature for 15 hours. The mixture was filtered through a polypropylene membrane, the filtrate was concentrated, and the residue was purified by column chromatography on sili... The reactants are CCOC(=O)CCc1cn(Cc2ccc(O)cc2)nc1OCC, CN(C)C=O, ClCc1cccc(-c2ccccc2)n1, [H-], [Na+], O. The product is CCOC(=O)CCc1cn(Cc2ccc(OCc3cccc(-c4ccccc4)n3)cc2)nc1OCC. Reaction SMILES: [CH2:3]([CH3:4])[O:5][c:6]1[n:7][n:8]([CH2:18][c:19]2[cH:20][cH:21][c:22]([OH:25])[cH:23][cH:24]2)[cH:9][c:10]1[CH2:11][CH2:12][C:13](=[O:14])[O:15][CH2:16][CH3:17].[CH3:41][N:42]([CH3:43])[CH:44]=[O:45].[Cl:26][CH2:27][c:28]1[n:29][c:30](-[c:34]2[cH:35][cH:36][cH:37][cH:38][cH:39]2)[cH:31][cH:32][cH:33]1.[H-:1].[Na+:2].[OH2:40]>>[CH2:3]([CH3:4])[O:5][c:6]1[n:7][n:8]([CH2:18][c:19]2[cH:20][cH:21][c:22]([O:25][CH2:27][c:28]3[n:29][c:30](-[c:34]4[cH:35][cH:36][cH:37][cH:38][cH:39]4)[cH:31][cH:32][cH:33]3)[cH:23][cH:24]2)[cH:9][c:10]1[CH2:11][CH2:12][C:13](=[O:14])[O:15][CH2:16][CH3:17].